describe an organic reaction: reactants, conditions, products, and yield From a dataset of the Open Reaction Database (ORD), a public repository of structured organic reaction records. Reactants: NC1=NN2C(N=CC(=C2)F)=C1C(=O)ON1N=NC2=C1C=C(C=C2)Cl ((6-chlorobenzotriazol-1-yl) 2-amino-6-fluoro-pyrazolo[1,5-a]pyrimidine-3-carboxylate), O1CCC(CC1)N1C=NC=C1N (3-tetrahydropyran-4-ylimidazol-4-amine). The solvent is CN1CCCC1=O (NMP). Run at temperature 100 celsius, time 19 hour. Yields the product NC1=NN2C(N=CC(=C2)F)=C1C(=O)NC1=CN=CN1C1CCOCC1 (2-amino-6-fluoro-N-(1-(tetrahydro-2H-pyran-4-yl)-1H-imidazol-5-yl)pyrazolo[1,5-a]pyrimidine-3-carboxamide). The yield is 19.5%. As a reaction SMILES: [NH2:1][C:2]1[C:11]([C:12]([O:14]N2C3C=C(Cl)C=CC=3N=N2)=O)=[C:5]2[N:6]=[CH:7][C:8]([F:10])=[CH:9][N:4]2[N:3]=1.[O:25]1[CH2:30][CH2:29][CH:28]([N:31]2[C:35]([NH2:36])=[CH:34][N:33]=[CH:32]2)[CH2:27][CH2:26]1>CN1C(=O)CCC1>[NH2:1][C:2]1[C:11]([C:12]([NH:36][C:35]2[N:31]([CH:28]3[CH2:29][CH2:30][O:25][CH2:26][CH2:27]3)[CH:32]=[N:33][CH:34]=2)=[O:14])=[C:5]2[N:6]=[CH:7][C:8]([F:10])=[CH:9][N:4]2[N:3]=1. Procedure details: (6-chlorobenzotriazol-1-yl) 2-amino-6-fluoro-pyrazolo[1,5-a]pyrimidine-3-carboxylate (120.1 mg, 0.3454 mmol) and 3-tetrahydropyran-4-ylimidazol-4-amine (75 mg, 0.314 mmol) (prepared according to a procedure similar to Preparation 10) were suspended in NMP (1 mL) and stirred at 100° C. for 19 hours. The reaction was cooled to ambient temperature and purified by passing the crude reaction mixture through a 10 g SCX-2 cartridge (pre-washed with MeOH). The cartridge was washed with DCM/MeOH mixtures... Reactants: O (water), C(=O)C1=CC=C(C(=O)N2CCC(CC2)N2C(=O)CCC3=CC=CC=C23)C=C1 (1-[1-(4-Formylbenzoyl)-4-piperidinyl]-3,4-dihydrocarbostyril), Cl.NO (hydroxylamine hydrochloride), C(C)(=O)[O-].[Na+] (sodium acetate). Run in C(C)O (ethanol). Yields the product ON=CC1=CC=C(C(=O)N2CCC(CC2)N2C(=O)CCC3=CC=CC=C23)C=C1 (1-[1-(4-hydroxyiminomethylbenzoyl)-4-piperidinyl]-3,4-dihydrocarbostyril). Isolated yield 96.0%. As a reaction SMILES: [CH:1]([C:3]1[CH:27]=[CH:26][C:6]([C:7]([N:9]2[CH2:14][CH2:13][CH:12]([N:15]3[C:25]4[C:20](=[CH:21][CH:22]=[CH:23][CH:24]=4)[CH2:19][CH2:18][C:16]3=[O:17])[CH2:11][CH2:10]2)=[O:8])=[CH:5][CH:4]=1)=O.Cl.[NH2:29][OH:30].C([O-])(=O)C.[Na+].O>C(O)C>[OH:30][N:29]=[CH:1][C:3]1[CH:27]=[CH:26][C:6]([C:7]([N:9]2[CH2:10][CH2:11][CH:12]([N:15]3[C:25]4[C:20](=[CH:21][CH:22]=[CH:23][CH:24]=4)[CH2:19][CH2:18][C:16]3=[O:17])[CH2:13][CH2:14]2)=[O:8])=[CH:5][CH:4]=1 |f:1.2,3.4|. Reported procedure: 1-[1-(4-Formylbenzoyl)-4-piperidinyl]-3,4-dihydrocarbostyril (1 g), hydroxylamine hydrochloride (580 mg) and sodium acetate (1.6 g) are dissolved in ethanol (20 ml) and water (10 ml) and the mixture is stirred at room temperature overnight. The solvent is concentrated and water is added to the residue. The mixture is extracted with chloroform, dried with sodium carbonate. The solvent is distilled off and the resulting residue is purified by silica gel column chromatography (solvent: n-hexane:eth...